Dataset: the Open Reaction Database (ORD), a public repository of structured organic reaction records. Task: describe an organic reaction: reactants, conditions, products, and yield Starting materials: C=O, CC#N, O=C1NC(=O)C(=Cc2cnn3c(NC4CC4)cc(Nc4cc(Cl)ccc4F)nc23)N1, c1ccncc1. Yields the product O=C1NC(=Cc2cnn3c(NC4CC4)cc(Nc4cc(Cl)ccc4F)nc23)C(=O)N1CO. Reaction SMILES: [CH2:31]=[O:32].[CH3:33][C:34]#[N:35].[Cl:1][c:2]1[cH:3][cH:4][c:5]([F:30])[c:6]([NH:8][c:9]2[n:10][c:11]3[n:12]([c:13]([NH:15][CH:16]4[CH2:17][CH2:18]4)[cH:14]2)[n:19][cH:20][c:21]3[CH:22]=[C:23]2[C:24](=[O:29])[NH:25][C:26](=[O:28])[NH:27]2)[cH:7]1.[cH:36]1[cH:37][cH:38][n:39][cH:40][cH:41]1>>[Cl:1][c:2]1[cH:3][cH:4][c:5]([F:30])[c:6]([NH:8][c:9]2[n:10][c:11]3[n:12]([c:13]([NH:15][CH:16]4[CH2:17][CH2:18]4)[cH:14]2)[n:19][cH:20][c:21]3[CH:22]=[C:23]2[C:24](=[O:29])[N:25]([CH2:31][OH:32])[C:26](=[O:28])[NH:27]2)[cH:7]1.